This data is from the Open Reaction Database (ORD), a public repository of structured organic reaction records. The task is: describe an organic reaction: reactants, conditions, products, and yield Starting materials: ClC=1N=C(C2=C(N1)C=C(S2)CN2CCN(CC2)C([C@H](C)O)=O)N2CCOCC2 ((S)-1-(4-((2-Chloro-4-morpholinothieno[3,2-d]pyrimidin-6-yl)methyl)piperazin-1-yl)-2-hydroxypropan-1-one), B(C1=CN=C(N=C1)OC)(O)O (2-methoxypyrimidin-5-yl-5-boronic acid). The product is O[C@H](C(=O)N1CCN(CC1)CC1=CC=2N=C(N=C(C2S1)N1CCOCC1)C=1C=NC(=NC1)OC)C ((S)-2-hydroxy-1-(4-((2-(2-methoxypyrimidin-5-yl)-4-morpholinothieno[3,2-d]pyrimidin-6-yl)methyl)piperazin-1-yl)propan-1-one). Yield: 46.5%. Reaction SMILES: Cl[C:2]1[N:3]=[C:4]([N:23]2[CH2:28][CH2:27][O:26][CH2:25][CH2:24]2)[C:5]2[S:10][C:9]([CH2:11][N:12]3[CH2:17][CH2:16][N:15]([C:18](=[O:22])[C@@H:19]([OH:21])[CH3:20])[CH2:14][CH2:13]3)=[CH:8][C:6]=2[N:7]=1.B(O)(O)[C:30]1[CH:35]=[N:34][C:33]([O:36][CH3:37])=[N:32][CH:31]=1>>[OH:21][C@@H:19]([CH3:20])[C:18]([N:15]1[CH2:16][CH2:17][N:12]([CH2:11][C:9]2[S:10][C:5]3[C:4]([N:23]4[CH2:28][CH2:27][O:26][CH2:25][CH2:24]4)=[N:3][C:2]([C:30]4[CH:31]=[N:32][C:33]([O:36][CH3:37])=[N:34][CH:35]=4)=[N:7][C:6]=3[CH:8]=2)[CH2:13][CH2:14]1)=[O:22]. Reported procedure: (S)-1-(4-((2-Chloro-4-morpholinothieno[3,2-d]pyrimidin-6-yl)methyl)piperazin-1-yl)-2-hydroxypropan-1-one (61 mg) was reacted with 35 mg of 2-methoxypyrimidin-5-yl-5-boronic acid via General Procedure A to give 33.3 mg of 209. MS (Q1) 500.3 (M)+ Starting materials: CCCc1c(OCCCBr)ccc(C(C)=O)c1O, CCOC(=O)C(=O)c1ccc(O)cc1, CN(C)C=O, [H-], [Na+]. The product is CCCc1c(OCCCOc2ccc(C(=O)C(=O)OCC)cc2)ccc(C(C)=O)c1O. RXN SMILES: [Br:17][CH2:18][CH2:19][CH2:20][O:21][c:22]1[c:23]([CH2:32][CH2:33][CH3:34])[c:24]([OH:31])[c:25]([C:28]([CH3:29])=[O:30])[cH:26][cH:27]1.[CH2:1]([CH3:2])[O:3][C:4]([C:5]([c:6]1[cH:7][cH:8][c:9]([OH:12])[cH:10][cH:11]1)=[O:13])=[O:14].[CH3:35][N:36]([CH3:37])[CH:38]=[O:39].[H-:15].[Na+:16]>>[CH2:1]([CH3:2])[O:3][C:4]([C:5]([c:6]1[cH:7][cH:8][c:9]([O:12][CH2:18][CH2:19][CH2:20][O:21][c:22]2[c:23]([CH2:32][CH2:33][CH3:34])[c:24]([OH:31])[c:25]([C:28]([CH3:29])=[O:30])[cH:26][cH:27]2)[cH:10][cH:11]1)=[O:13])=[O:14]. Starting materials: FC1=CC(=C(C#N)C=C1)N1N=CC=C1 (4-fluoro-2-pyrazol-1-yl-benzonitrile), Cl (HCl), Cl (HCl), [H][H] (hydrogen). The reagents and catalysts are [Pd] (Pd—C), [Pd] (Pd—C). Solvent: CCO (EtOH), CCOC(=O)C (EtOAc). Conditions: time 20 hour. Product: Cl.FC1=CC(=C(CN)C=C1)N1N=CC=C1 (4-Fluoro-2-pyrazol-1-yl-benzylamine hydrochloride). Isolated yield 58.6%. RXN SMILES: [F:1][C:2]1[CH:9]=[CH:8][C:5]([C:6]#[N:7])=[C:4]([N:10]2[CH:14]=[CH:13][CH:12]=[N:11]2)[CH:3]=1.[ClH:15].[H][H]>CCO.CCOC(C)=O.[Pd]>[ClH:15].[F:1][C:2]1[CH:9]=[CH:8][C:5]([CH2:6][NH2:7])=[C:4]([N:10]2[CH:14]=[CH:13][CH:12]=[N:11]2)[CH:3]=1 |f:6.7|. Procedure: To a solution of 4-fluoro-2-pyrazol-1-yl-benzonitrile (500 mg, 2.67 mmol) in EtOH (10 mL) and EtOAc (10 mL) was added conc-HCl (0.25 mL, 3 mmol) and 10% Pd—C (100 mg). The mixture was hydrogenated at 1 atmosphere hydrogen for 20 h. To the mixture was added additional conc-HCl (0.15 mL) and 10% Pd—C (100 mg) and the mixture was further hydrogenated for additional 20 h. The mixture was filtered over Celite, washed with EtOH, and the combined filtrate and washings were concentrated in vacuo. The re... Reactants: [O-]P(=O)([O-])[O-].[K+].[K+].[K+] (K3PO4), CN[C@H]1[C@@H](CCCC1)NC (trans-N,N′-dimethylcyclohexane-1,2-diamine), ClC=1C=C2C=NNC2=CC1 (5-chloro-1H-indazole), C(#N)C1CN(C1)C([C@@H](C)NC(=O)C1=CN(C2=NC=C(N=C21)I)COCC[Si](C)(C)C)=O (2-iodo-5-(2-trimethylsilanylethoxymethyl)-5H-pyrrolo[2,3-b]pyrazine-7-carboxylic acid [(R)-2-(3-cyano-azetidin-1-yl)-1-methyl-2-oxo-ethyl]-amide). The reagents and catalysts are [Cu]I (copper(I) iodide). Solvent: C1(=CC=CC=C1)C (toluene). Conditions: temperature 110 celsius. Product: C(#N)C1CN(C1)C([C@@H](C)NC(=O)C1=CN(C2=NC=C(N=C21)N2N=CC1=CC(=CC=C21)Cl)COCC[Si](C)(C)C)=O (2-(5-chloro-indazol-1-yl)-5-(2-trimethylsilanyl-ethoxymethyl)-5H-pyrrolo[2,3-b]pyrazine-7-carboxylic acid [(R)-2-(3-cyano-azetidin-1-yl)-1-methyl-2-oxo-ethyl]-amide). The yield is 57.6%. As a reaction SMILES: [O-]P([O-])([O-])=O.[K+].[K+].[K+].[Cl:9][C:10]1[CH:11]=[C:12]2[C:16](=[CH:17][CH:18]=1)[NH:15][N:14]=[CH:13]2.[C:19]([CH:21]1[CH2:24][N:23]([C:25](=[O:49])[C@H:26]([NH:28][C:29]([C:31]2[C:39]3[C:34](=[N:35][CH:36]=[C:37](I)[N:38]=3)[N:33]([CH2:41][O:42][CH2:43][CH2:44][Si:45]([CH3:48])([CH3:47])[CH3:46])[CH:32]=2)=[O:30])[CH3:27])[CH2:22]1)#[N:20].CN[C@@H]1CCCC[C@H]1NC>[Cu]I.C1(C)C=CC=CC=1>[C:19]([CH:21]1[CH2:22][N:23]([C:25](=[O:49])[C@H:26]([NH:28][C:29]([C:31]2[C:39]3[C:34](=[N:35][CH:36]=[C:37]([N:15]4[C:16]5[C:12](=[CH:11][C:10]([Cl:9])=[CH:18][CH:17]=5)[CH:13]=[N:14]4)[N:38]=3)[N:33]([CH2:41][O:42][CH2:43][CH2:44][Si:45]([CH3:48])([CH3:47])[CH3:46])[CH:32]=2)=[O:30])[CH3:27])[CH2:24]1)#[N:20] |f:0.1.2.3|. Procedure: In a 5 mL microwave vial were placed copper(I) iodide (6 mg, 0.033 mmol), K3PO4 (132 mg, 0.62 mmol), 5-chloro-1H-indazole (54 mg, 0.36 mmol), 2-iodo-5-(2-trimethylsilanylethoxymethyl)-5H-pyrrolo[2,3-b]pyrazine-7-carboxylic acid [(R)-2-(3-cyano-azetidin-1-yl)-1-methyl-2-oxo-ethyl]-amide (164 mg, 0.30 mmol), toluene (1.2 mL), and trans-N,N′-dimethylcyclohexane-1,2-diamine (9 mg, 0.066 mmol). The vial was purged with a stream of nitrogen then sealed and heated in an oil bath at 110° C. for 24 h. Th... Reactants: ClCCl, CC1CN(c2ccc(F)cc2C(F)(F)F)CCN1S(=O)(=O)c1ccc(N2CCN(C(=O)OC(C)(C)C)CC2)c2ccccc12, O=C(O)C(F)(F)F. Product: CC1CN(c2ccc(F)cc2C(F)(F)F)CCN1S(=O)(=O)c1ccc(N2CCNCC2)c2ccccc12. As a reaction SMILES: [Cl:52][CH2:53][Cl:54].[F:1][c:2]1[cH:3][c:4]([C:41]([F:42])([F:43])[F:44])[c:5]([N:8]2[CH2:9][CH:10]([CH3:40])[N:11]([S:14](=[O:15])(=[O:16])[c:17]3[cH:18][cH:19][c:20]([N:27]4[CH2:28][CH2:29][N:30]([C:33]([O:34][C:35]([CH3:36])([CH3:37])[CH3:38])=[O:39])[CH2:31][CH2:32]4)[c:21]4[cH:22][cH:23][cH:24][cH:25][c:26]34)[CH2:12][CH2:13]2)[cH:6][cH:7]1.[F:45][C:46]([F:47])([F:48])[C:49]([OH:50])=[O:51]>>[F:1][c:2]1[cH:3][c:4]([C:41]([F:42])([F:43])[F:44])[c:5]([N:8]2[CH2:9][CH:10]([CH3:40])[N:11]([S:14](=[O:15])(=[O:16])[c:17]3[cH:18][cH:19][c:20]([N:27]4[CH2:28][CH2:29][NH:30][CH2:31][CH2:32]4)[c:21]4[cH:22][cH:23][cH:24][cH:25][c:26]34)[CH2:12][CH2:13]2)[cH:6][cH:7]1. Product: OC1=CC=C(C=C1)C(CCN1CCN(CCC1)CC1=CC=C(C=C1)S(=O)(=O)C)C1=CC=CC=C1 (1-(3-(4-Hydroxyphenyl)-3-phenylpropyl]-4-[4-(methylsulfonyl)benzyl]homopiperazine). Yield: 37.4%. Run at time 3 hour. Reported procedure: 5.0 mL solution in dichloromethane of 33 mg of 1-[3-(4-methoxyphenyl)3-phenyl propyl]-4-[4-(methylsulfonyl)benzyl]homopiperazine was cooled under nitrogen to −78° C. followed by adding 0.022 mL of boron tribromide. The mixture was gradually allowed to rise to room temperature, at which temperature the mixture was stirred for 3 hours, followed by adding 3 mL of an aqueous saturated sodium hydrogencarbonate solution and extracting with a 50 mL×2 of ethyl acetate. The extracts were combined, dried ... Reactants: solution, COC1=CC=C(C=C1)C(CCN1CCN(CCC1)CC1=CC=C(C=C1)S(=O)(=O)C)C1=CC=CC=C1 (1-[3-(4-methoxyphenyl)3-phenyl propyl]-4-[4-(methylsulfonyl)benzyl]homopiperazine), C(O)([O-])=O.[Na+] (sodium hydrogencarbonate), B(Br)(Br)Br (boron tribromide). The solvent is ClCCl (dichloromethane). As a reaction SMILES: C[O:2][C:3]1[CH:8]=[CH:7][C:6]([CH:9]([C:30]2[CH:35]=[CH:34][CH:33]=[CH:32][CH:31]=2)[CH2:10][CH2:11][N:12]2[CH2:18][CH2:17][CH2:16][N:15]([CH2:19][C:20]3[CH:25]=[CH:24][C:23]([S:26]([CH3:29])(=[O:28])=[O:27])=[CH:22][CH:21]=3)[CH2:14][CH2:13]2)=[CH:5][CH:4]=1.B(Br)(Br)Br.C(=O)([O-])O.[Na+]>ClCCl>[OH:2][C:3]1[CH:8]=[CH:7][C:6]([CH:9]([C:30]2[CH:31]=[CH:32][CH:33]=[CH:34][CH:35]=2)[CH2:10][CH2:11][N:12]2[CH2:18][CH2:17][CH2:16][N:15]([CH2:19][C:20]3[CH:25]=[CH:24][C:23]([S:26]([CH3:29])(=[O:28])=[O:27])=[CH:22][CH:21]=3)[CH2:14][CH2:13]2)=[CH:5][CH:4]=1 |f:2.3|. Yields the product FC1=C(COCC2(CC(=NO2)C2=C(C=CC=C2)C(F)(F)F)C)C(=CC=C1)F (5-((2,6-difluorobenzyloxy)methyl)-5-methyl-3-(2-(trifluoromethyl)phenyl)-4,5-dihydroisoxazole). Reaction SMILES: [F:1][C:2]([F:13])([F:12])[C:3]1[CH:11]=[CH:10][CH:9]=[CH:8][C:4]=1[CH:5]=[N:6][OH:7].ClN1C(=O)CCC1=O.C([O-])(O)=O.[Na+].[F:27][C:28]1[CH:33]=[CH:32][CH:31]=[C:30]([F:34])[C:29]=1[CH2:35][O:36][CH2:37][C:38]([CH3:40])=[CH2:39]>ClCCCl.[I-].C([N+](CCCC)(CCCC)CCCC)CCC.ClCCl.CN(C)C=O>[F:27][C:28]1[CH:33]=[CH:32][CH:31]=[C:30]([F:34])[C:29]=1[CH2:35][O:36][CH2:37][C:38]1([CH3:40])[O:7][N:6]=[C:5]([C:4]2[CH:8]=[CH:9][CH:10]=[CH:11][C:3]=2[C:2]([F:12])([F:13])[F:1])[CH2:39]1 |f:2.3,6.7|. The yield is 90.2%. The reagents and catalysts are [I-].C(CCC)[N+](CCCC)(CCCC)CCCC (tetrabutylammonium iodide). Starting materials: ClN1C(CCC1=O)=O (N-chlorosuccinimide), C(=O)(O)[O-].[Na+] (NaHCO3), FC(C1=C(C=NO)C=CC=C1)(F)F (2-trifluoromethylbenzaldehyde oxime), FC1=C(C(=CC=C1)F)COCC(=C)C (1,3-difluoro-2-((2-methylallyloxy)methyl)benzene), oxime. Reported procedure: 223 mg of 2-trifluoromethylbenzaldehyde oxime was dissolved in 4 mL of 1,2-dichloroethane, and then, 230 mg of N-chlorosuccinimide and 0.4 mL of dimethylformamide were slowly added thereto at a temperature of 0° C. The reaction mixture was stirred at room temperature for 1 hour, and then, the reaction state was confirmed by TLC. When the oxime, which was a starting material, disappeared, the reaction mixture was cooled to a temperature 0° C., and then, 182 mg of NaHCO3, 27 mg of tetrabutylammoni... Run at time 1 hour. Run in CN(C=O)C (dimethylformamide), ClCCl (dichloromethane), ClCCCl (1,2-dichloroethane). Reactants: C1CCOC1, C[Si](C)(C)[N-][Si](C)(C)C, Cc1ccccc1, O=C(OCc1ccccc1)C1CC=C(F)CC1, [K+], C1NO1, O=S(=O)(c1ccccc1)N1OC1c1ccccc1. Product: O=C(OCc1ccccc1)C1(O)CC=C(F)CC1. Reaction SMILES: [CH2:56]1[O:57][CH2:58][CH2:59][CH2:60]1.[CH3:18][Si:19]([N-:20][Si:21]([CH3:22])([CH3:23])[CH3:24])([CH3:25])[CH3:26].[CH3:49][c:50]1[cH:51][cH:52][cH:53][cH:54][cH:55]1.[F:1][C:2]1=[CH:3][CH2:4][CH:5]([C:8](=[O:9])[O:10][CH2:11][c:12]2[cH:13][cH:14][cH:15][cH:16][cH:17]2)[CH2:6][CH2:7]1.[K+:27].[O:46]1[CH2:47][NH:48]1.[c:28]1([CH:29]2[N:30]([S:31]([c:32]3[cH:33][cH:34][cH:35][cH:37][cH:38]3)(=[O:39])=[O:40])[O:36]2)[cH:41][cH:42][cH:43][cH:44][cH:45]1>>[F:1][C:2]1=[CH:3][CH2:4][C:5]([C:8](=[O:9])[O:10][CH2:11][c:12]2[cH:13][cH:14][cH:15][cH:16][cH:17]2)([OH:36])[CH2:6][CH2:7]1. Reaction conditions: time 4 hour. The reactants are CC1=C(C=CC(=C1)C(=O)C)Cl (4-chloro-3-methylacetophenone), imide, N(=NC(C#N)(C)C)C(C#N)(C)C (azobisisobutyronitrile), C(Cl)(Cl)(Cl)Cl (carbon tetrachloride), C(C)(=O)OCC (ethyl acetate). Yields the product ClC1=C(CNC(OC)=O)C=C(C=C1)C(C)=O (methyl N-(2-chloro-5-acetylbenzyl)carbamate). Procedure details: 25.0 g of 4-chloro-3-methylacetophenone, 26.6 g of N-bromosuccinic imide and a catalytic amount of azobisisobutyronitrile were added to 150 ml of carbon tetrachloride, followed by reflux under heating for 2 hours. After completion of the reaction, the reaction mixture was cooled to room temperature, insoluble matters were collected by filtration, and the filtrate was concentrated under reduced pressure. The obtained residue, 18.0 g of potassium cyanate and 38 ml of methanol were added to 150 ml ... Reaction SMILES: [CH3:1][C:2]1[CH:7]=[C:6]([C:8]([CH3:10])=[O:9])[CH:5]=[CH:4][C:3]=1[Cl:11].[N:12](C(C)(C)C#N)=NC(C)(C)C#N.C(Cl)(Cl)(Cl)Cl.[C:29]([O:32][CH2:33]C)(=[O:31])C>>[Cl:11][C:3]1[CH:4]=[CH:5][C:6]([C:8](=[O:9])[CH3:10])=[CH:7][C:2]=1[CH2:1][NH:12][C:29](=[O:31])[O:32][CH3:33].